Dataset: the Open Reaction Database (ORD), a public repository of structured organic reaction records. Task: describe an organic reaction: reactants, conditions, products, and yield Starting materials: C(#N)C=1C=C(C=CC1)O (3-cyanophenol), C1(CC1)Br (cyclopropyl bromide), N12CCCCCC2=NCCC1 (1,8-diazabicyclo[5.4.0]undec-7-ene), five. Solvent: O (water). Product: C1(CC1)OC=1C=C(C#N)C=CC1 (3-cyclopropoxybenzonitrile). Yield: 35.8%. As a reaction SMILES: [C:1]([C:3]1[CH:4]=[C:5]([OH:9])[CH:6]=[CH:7][CH:8]=1)#[N:2].[CH:10]1(Br)[CH2:12][CH2:11]1.N12CCCN=C1CCCCC2>O>[CH:10]1([O:9][C:5]2[CH:4]=[C:3]([CH:8]=[CH:7][CH:6]=2)[C:1]#[N:2])[CH2:12][CH2:11]1. Reported procedure: Irradiate (200 C, ˜6 W [150 W max.], ˜25 psi) a solution of 3-cyanophenol (9.5 g, 80 mmol), cyclopropyl bromide (8.0 mL; 100 mmol), and 1,8-diazabicyclo[5.4.0]undec-7-ene (18 mL, 120 mmol) divided equally into five 10-mL tubes for 15 min. with stirring and cooling. After cooling, take the dark reaction mixtures together in water (200 mL) and extracted with ether (200 mL). Wash the organic layer with 0.2 M aq NaOH (40 mL, salted), 0.2 M aq HCl (100 mL, salted), and water (100 mL, salted). Dry the...